From a dataset of the Open Reaction Database (ORD), a public repository of structured organic reaction records. describe an organic reaction: reactants, conditions, products, and yield Reactants: BrCCBr, O=C([O-])[O-], [K+], [K+], CN(C)C=O, O, O=Cc1ccc(O)c2ccccc12. Product: O=Cc1ccc(OCCBr)c2ccccc12. RXN SMILES: [Br:1][CH2:2][CH2:3][Br:4].[C:18](=[O:19])([O-:20])[O-:21].[K+:22].[K+:23].[O:25]=[CH:26][N:27]([CH3:28])[CH3:29].[OH2:24].[OH:5][c:6]1[cH:7][cH:8][c:9]([CH:16]=[O:17])[c:10]2[cH:11][cH:12][cH:13][cH:14][c:15]12>>[Br:1][CH2:2][CH2:3][O:5][c:6]1[cH:7][cH:8][c:9]([CH:16]=[O:17])[c:10]2[cH:11][cH:12][cH:13][cH:14][c:15]12.